From a dataset of the Open Reaction Database (ORD), a public repository of structured organic reaction records. describe an organic reaction: reactants, conditions, products, and yield Reaction SMILES: [CH2:8]([Li:9])[CH2:10][CH2:11][CH3:12].[CH3:28][N:29]([CH:30]=[O:31])[CH3:32].[CH:1]([NH:2][CH:3]([CH3:4])[CH3:5])([CH3:6])[CH3:7].[ClH:33].[F:13][c:14]1[c:15]([NH:21][S:22](=[O:23])(=[O:24])[CH2:25][CH2:26][CH3:27])[cH:16][cH:17][c:18]([F:20])[cH:19]1.[O:34]1[CH2:35][CH2:36][CH2:37][CH2:38]1.[OH2:39]>>[F:13][c:14]1[c:15]([NH:21][S:22](=[O:23])(=[O:24])[CH2:25][CH2:26][CH3:27])[cH:16][cH:17][c:18]([F:20])[c:19]1[CH:30]=[O:31]. The reactants are [Li]CCCC, CN(C)C=O, CC(C)NC(C)C, Cl, CCCS(=O)(=O)Nc1ccc(F)cc1F, C1CCOC1, O. Product: CCCS(=O)(=O)Nc1ccc(F)c(C=O)c1F.